Dataset: the Open Reaction Database (ORD), a public repository of structured organic reaction records. Task: describe an organic reaction: reactants, conditions, products, and yield The reactants are C(C(=O)Cl)(=O)Cl (oxalyl chloride), OCCC1CCN(CC1)C(=O)OC(C)(C)C (4-(2-hydroxyeth-1-yl)-1-t-butoxycarbonylpiperidine), TEA, CS(=O)C (DMSO). The solvent is C(Cl)Cl (methylene chloride), C(Cl)Cl (methylene chloride), C(Cl)Cl (methylene chloride). Reaction conditions: time 10 minute. Product: hexanes ethyl acetate, C(C)(C)(C)OC(=O)N1CCC(CC1)CC=O ((1-t-Butoxycarbonylpiperidin-4-yl)acetaldehyde). Yield: 83.9%. As a reaction SMILES: C(Cl)(=O)C(Cl)=O.CS(C)=O.[OH:11][CH2:12][CH2:13][CH:14]1[CH2:19][CH2:18][N:17]([C:20]([O:22][C:23]([CH3:26])([CH3:25])[CH3:24])=[O:21])[CH2:16][CH2:15]1>C(Cl)Cl>[C:23]([O:22][C:20]([N:17]1[CH2:18][CH2:19][CH:14]([CH2:13][CH:12]=[O:11])[CH2:15][CH2:16]1)=[O:21])([CH3:26])([CH3:25])[CH3:24]. Reported procedure: A solution of oxalyl chloride (1.23 mL, 14.1 mmol) in methylene chloride (50 mL) was cooled to −78° C. DMSO (2.0 mL, 28.3 mmol), was added slowly via syringe. After 10 min, 4-(2-hydroxyeth-1-yl)-1-t-butoxycarbonylpiperidine (2.7 g, 11.8 mmol) in methylene chloride (15 mL) was added. The cold mixture was stirred for an additional 20 min then TEA (8.2 mL, 59 mmol) was added. The mixture was warmed to rt and stirred for 1.5 h, then diluted with methylene chloride (300 mL). The organic phase was was... Starting materials: C=O, NC(=O)C1CCNCC1, O. Yields the product CN1CCC(C(N)=O)CC1. As a reaction SMILES: [CH2:10]=[O:11].[NH:1]1[CH2:2][CH2:3][CH:4]([C:5](=[O:6])[NH2:7])[CH2:8][CH2:9]1.[OH2:12]>>[N:1]1([CH3:10])[CH2:2][CH2:3][CH:4]([C:5](=[O:6])[NH2:7])[CH2:8][CH2:9]1. The reactants are CCCCOc1c(C(=O)O)n(CC(C)C)c(=O)c2ccc(OCc3ccccc3)cc12, CN(C)C=O, COCCOC, O=C(Cl)C(=O)Cl, Cl, C1CCOC1. Product: CCCCOc1c(CO)n(CC(C)C)c(=O)c2ccc(OCc3ccccc3)cc12. As a reaction SMILES: [CH2:1]([c:2]1[cH:3][cH:4][cH:5][cH:6][cH:7]1)[O:8][c:9]1[cH:10][c:11]2[c:12]([O:27][CH2:28][CH2:29][CH2:30][CH3:31])[c:13]([C:24](=[O:25])[OH:26])[n:14]([CH2:20][CH:21]([CH3:22])[CH3:23])[c:15](=[O:19])[c:16]2[cH:17][cH:18]1.[CH3:38][N:39]([CH3:40])[CH:41]=[O:42].[CH3:49][O:50][CH2:51][CH2:52][O:53][CH3:54].[Cl:32][C:33]([C:34]([Cl:35])=[O:36])=[O:37].[ClH:43].[O:44]1[CH2:45][CH2:46][CH2:47][CH2:48]1>>[CH2:1]([c:2]1[cH:3][cH:4][cH:5][cH:6][cH:7]1)[O:8][c:9]1[cH:10][c:11]2[c:12]([O:27][CH2:28][CH2:29][CH2:30][CH3:31])[c:13]([CH2:24][OH:25])[n:14]([CH2:20][CH:21]([CH3:22])[CH3:23])[c:15](=[O:19])[c:16]2[cH:17][cH:18]1.